This data is from the Open Reaction Database (ORD), a public repository of structured organic reaction records. The task is: describe an organic reaction: reactants, conditions, products, and yield Reactants: [BH4-], COc1ccc([N+](=O)[O-])c(C(=O)O)c1, COCCOC, CCOCC, [Cl-], Clc1nc(Cl)nc(Cl)n1, [NH4+], [Na+], O. The product is COc1ccc([N+](=O)[O-])c(CO)c1. RXN SMILES: [BH4-:24].[CH3:10][O:11][c:12]1[cH:13][cH:14][c:15]([N+:21](=[O:22])[O-:23])[c:16]([C:17](=[O:18])[OH:19])[cH:20]1.[CH3:28][O:29][CH2:30][CH2:31][O:32][CH3:33].[CH3:35][CH2:36][O:37][CH2:38][CH3:39].[Cl-:26].[Cl:1][c:2]1[n:3][c:4]([Cl:5])[n:6][c:7]([Cl:8])[n:9]1.[NH4+:27].[Na+:25].[OH2:34]>>[CH3:10][O:11][c:12]1[cH:13][cH:14][c:15]([N+:21](=[O:22])[O-:23])[c:16]([CH2:17][OH:18])[cH:20]1. Reaction conditions: temperature 30 celsius. The product is C(C#CC)OC1=NC=NC(=C1)N1CC(CCC1)C(F)(F)F (4-(2-butynyloxy)-6-(3-trifluoromethylpiperidino)pyrimidine). Reactants: FC(C1CNCC1)(F)F (3-trifluoromethylpyrrolidine), FC1=NC=NC(=C1)F (4,6-difluoropyrimidine), C([O-])([O-])=O.[K+].[K+] (potassium carbonate), C(C#CC)O (2-butyn-1-ol). Procedure: To a mixture obtained by adding 110.0 g of 4,6-difluoropyrimidine, 132.3 g of potassium carbonate and 19.2 g of triethylamine to 220.0 g of toluene, 69.8 g of 2-butyn-1-ol is added dropwise at 25 to 30° C. over one hour, followed by stirring at 30° C. Then, 220.0 g of water is added dropwise into the reaction mixture, followed by stirring. Then, 152.4 g of 3-trifluoromethylpyrrolidine is added dropwise and, after the mixture is stirred at 30° C., the reaction mixture is allowed to stand. After s... Run in O (water), C1(=CC=CC=C1)C (toluene), C(C)N(CC)CC (triethylamine). As a reaction SMILES: F[C:2]1[CH:7]=[C:6](F)[N:5]=[CH:4][N:3]=1.[C:9](=O)([O-])[O-].[K+].[K+].[CH2:15]([OH:19])[C:16]#[C:17][CH3:18].[F:20][C:21]([F:28])([F:27])[CH:22]1[CH2:26][CH2:25][NH:24][CH2:23]1>O.C1(C)C=CC=CC=1.C(N(CC)CC)C>[CH2:15]([O:19][C:2]1[CH:7]=[C:6]([N:24]2[CH2:25][CH2:9][CH2:26][CH:22]([C:21]([F:20])([F:27])[F:28])[CH2:23]2)[N:5]=[CH:4][N:3]=1)[C:16]#[C:17][CH3:18] |f:1.2.3|. As a reaction SMILES: [CH2:1]([c:2]1[cH:3][cH:4][cH:5][cH:6][cH:7]1)[N:8]([CH2:9][O:15][CH3:16])[CH2:12][Si:10]([CH3:11])([CH3:13])[CH3:14].[CH2:24]([CH3:25])[O:26][C:27]([CH:28]=[CH:29][CH2:30][CH:31]([CH3:32])[CH3:33])=[O:34].[CH2:35]([Cl:36])[Cl:37].[F:17][C:18]([F:19])([F:20])[C:21]([OH:22])=[O:23]>>[CH2:1]([c:2]1[cH:3][cH:4][cH:5][cH:6][cH:7]1)[N:8]1[CH2:9][CH:29]([CH2:30][CH:31]([CH3:32])[CH3:33])[CH:28]([C:27]([O:26][CH2:24][CH3:25])=[O:34])[CH2:12]1. Starting materials: COCN(Cc1ccccc1)C[Si](C)(C)C, CCOC(=O)C=CCC(C)C, ClCCl, O=C(O)C(F)(F)F. The product is CCOC(=O)C1CN(Cc2ccccc2)CC1CC(C)C. Reactants: C(C)(=O)NC(C(=O)OCC)C(=O)OCC (diethyl acetamidomalonate), [Na] (sodium), C(=O)=O.C(C)#N (dry ice acetonitrile), N(=[N+]=[N-])C1C=CC(C1)=O (4-azidocyclopent-2-enone), [Na] (sodium), FC(C(=O)O)(F)F (trifluoroacetic acid). Run in C(C)O (ethanol), C(C)O (ethanol). Conditions: temperature -40 celsius, time 30 minute. Product: N(=[N+]=[N-])[C@@H]1CC(C[C@H]1C(C(=O)OCC)(C(=O)OCC)NC(=O)C)=O (trans-3-azido-4-[(methylcarbonyl-amino)bis(ethoxycarbonyl)methyl]cyclopentanone). The yield is 61.9%. RXN SMILES: [C:1]([NH:4][CH:5]([C:11]([O:13][CH2:14][CH3:15])=[O:12])[C:6]([O:8][CH2:9][CH3:10])=[O:7])(=[O:3])[CH3:2].[Na].C(=O)=O.C(#N)C.[N:23]([CH:26]1[CH2:30][C:29](=[O:31])[CH:28]=[CH:27]1)=[N+:24]=[N-:25].FC(F)(F)C(O)=O>C(O)C>[N:23]([C@H:26]1[C@H:27]([C:5]([NH:4][C:1]([CH3:2])=[O:3])([C:11]([O:13][CH2:14][CH3:15])=[O:12])[C:6]([O:8][CH2:9][CH3:10])=[O:7])[CH2:28][C:29](=[O:31])[CH2:30]1)=[N+:24]=[N-:25] |f:2.3,^1:15|. Reported procedure: To a solution of diethyl acetamidomalonate (Aldrich, 1.25 g, 5.7 mmol) in ethanol (10 mL) under nitrogen was added freshly cut sodium metal (0.03 g, 1.4 mmol). The reaction mixture was stirred at room temperature until all sodium has dissolved. The reaction mixture was cooled to −40° C. (dry ice/acetonitrile) and a solution of 4-azidocyclopent-2-enone (0.7 g, 5.7 mmol) in ethanol (5 mL) was added dropwise over a period of 10 min. The reaction mixture was stirred at −40° C. for 30 min and quenche... Reactants: Cc1cc(C(=O)N2CCc3nc(C)n(Cc4ccccc4)c3-c3ccccc32)ccc1CNC(=O)C1CCN(CCC(C)(C)C)CC1, CCO, C1=CCCCC1. Product: Cc1nc2c([nH]1)-c1ccccc1N(C(=O)c1ccc(CNC(=O)C3CCN(CCC(C)(C)C)CC3)c(C)c1)CC2. As a reaction SMILES: [CH2:1]([c:2]1[cH:3][cH:4][cH:5][cH:6][cH:7]1)[n:8]1[c:9]([CH3:47])[n:10][c:11]2[c:17]1-[c:16]1[c:15]([cH:21][cH:20][cH:19][cH:18]1)[N:14]([C:22](=[O:23])[c:24]1[cH:25][c:26]([CH3:46])[c:27]([CH2:28][NH:29][C:30](=[O:31])[CH:32]3[CH2:33][CH2:34][N:35]([CH2:38][CH2:39][C:40]([CH3:41])([CH3:42])[CH3:43])[CH2:36][CH2:37]3)[cH:44][cH:45]1)[CH2:13][CH2:12]2.[CH3:54][CH2:55][OH:56].[CH:48]1=[CH:53][CH2:52][CH2:51][CH2:50][CH2:49]1>>[nH:8]1[c:9]([CH3:47])[n:10][c:11]2[c:17]1-[c:16]1[c:15]([cH:21][cH:20][cH:19][cH:18]1)[N:14]([C:22](=[O:23])[c:24]1[cH:25][c:26]([CH3:46])[c:27]([CH2:28][NH:29][C:30](=[O:31])[CH:32]3[CH2:33][CH2:34][N:35]([CH2:38][CH2:39][C:40]([CH3:41])([CH3:42])[CH3:43])[CH2:36][CH2:37]3)[cH:44][cH:45]1)[CH2:13][CH2:12]2.